From a dataset of the Open Reaction Database (ORD), a public repository of structured organic reaction records. describe an organic reaction: reactants, conditions, products, and yield Starting materials: CCO, Cc1cccc2cc(C(C)Nc3nc(Cl)nc4c3ncn4C3CCCCO3)n(-c3ccccc3)c(=O)c12, Cc1cccc2cc(C(C)Nc3nc(Cl)nc4[nH]cnc34)n(-c3ccccc3)c(=O)c12, Cl, [Na+], O=C([O-])O. Yields the product Cc1cccc2cc(C(C)Nc3nc(Cl)nc4[nH]cnc34)n(-c3ccccc3)c(=O)c12, Cc1cccc2cc(C(C)Nc3nc(Cl)nc4[nH]cnc34)n(-c3ccccc3)c(=O)c12. Reaction SMILES: [CH3:75][CH2:76][OH:77].[Cl:1][c:2]1[n:3][c:4]([NH:17][CH:18]([CH3:19])[c:20]2[n:21](-[c:32]3[cH:33][cH:34][cH:35][cH:36][cH:37]3)[c:22](=[O:31])[c:23]3[c:24]([CH3:30])[cH:25][cH:26][cH:27][c:28]3[cH:29]2)[c:5]2[n:6][cH:7][n:8]([CH:11]3[CH2:12][CH2:13][CH2:14][CH2:15][O:16]3)[c:9]2[n:10]1.[Cl:43][c:44]1[n:45][c:46]([NH:53][CH:54]([CH3:55])[c:56]2[n:57](-[c:68]3[cH:69][cH:70][cH:71][cH:72][cH:73]3)[c:58](=[O:67])[c:59]3[c:60]([CH3:66])[cH:61][cH:62][cH:63][c:64]3[cH:65]2)[c:47]2[n:48][cH:49][nH:50][c:51]2[n:52]1.[ClH:74].[Na+:42].[O-:38][C:39]([OH:40])=[O:41]>>[Cl:1][c:2]1[n:3][c:4]([NH:17][CH:18]([CH3:19])[c:20]2[n:21](-[c:32]3[cH:33][cH:34][cH:35][cH:36][cH:37]3)[c:22](=[O:31])[c:23]3[c:24]([CH3:30])[cH:25][cH:26][cH:27][c:28]3[cH:29]2)[c:5]2[n:6][cH:7][nH:8][c:9]2[n:10]1.[Cl:43][c:44]1[n:45][c:46]([NH:53][CH:54]([CH3:55])[c:56]2[n:57](-[c:68]3[cH:69][cH:70][cH:71][cH:72][cH:73]3)[c:58](=[O:67])[c:59]3[c:60]([CH3:66])[cH:61][cH:62][cH:63][c:64]3[cH:65]2)[c:47]2[n:48][cH:49][nH:50][c:51]2[n:52]1. Reactants: NC(=O)c1ccccc1N, ClCCN1CCN(CCc2ccccc2)CC1, CC(=O)[O-], Cl, Cl, [Na+], O. The product is NC(=O)c1ccccc1NCCN1CCN(CCc2ccccc2)CC1, Cl. As a reaction SMILES: [C:1]([c:2]1[c:3]([NH2:4])[cH:5][cH:6][cH:7][cH:8]1)(=[O:9])[NH2:10].[CH2:13]([CH2:14][c:15]1[cH:16][cH:17][cH:18][cH:19][cH:20]1)[N:21]1[CH2:22][CH2:23][N:24]([CH2:27][CH2:28][Cl:29])[CH2:25][CH2:26]1.[CH3:31][C:32](=[O:33])[O-:34].[ClH:11].[ClH:12].[Na+:30].[OH2:35]>>[C:1]([c:2]1[c:3]([NH:4][CH2:28][CH2:27][N:24]2[CH2:23][CH2:22][N:21]([CH2:13][CH2:14][c:15]3[cH:16][cH:17][cH:18][cH:19][cH:20]3)[CH2:26][CH2:25]2)[cH:5][cH:6][cH:7][cH:8]1)(=[O:9])[NH2:10].[ClH:29]. The reactants are C(C)(C)(C)OC(=O)N1C(CCCC1)CNC=1N=C2C(=NC1)N=CC=C2 (2-(Pyrido[2,3-b]pyrazin-2-ylaminomethyl)-piperidine-1-carboxylic acid tert butyl ester), FC(C(=O)O)(F)F (trifluoroacetic acid). Solvent: ClCCl (dichloromethane). Reaction conditions: time 3 hour. Yields the product FC(C(=O)O)(F)F.N1C(CCCC1)CNC=1N=C2C(=NC1)N=CC=C2 (Piperidin-2-ylmethyl-pyrido[2,3-b]pyrazin-2-yl-amine trifluoroacetate salt). RXN SMILES: C(OC([N:8]1[CH2:13][CH2:12][CH2:11][CH2:10][CH:9]1[CH2:14][NH:15][C:16]1[N:17]=[C:18]2[CH:25]=[CH:24][CH:23]=[N:22][C:19]2=[N:20][CH:21]=1)=O)(C)(C)C.[F:26][C:27]([F:32])([F:31])[C:28]([OH:30])=[O:29]>ClCCl>[F:26][C:27]([F:32])([F:31])[C:28]([OH:30])=[O:29].[NH:8]1[CH2:13][CH2:12][CH2:11][CH2:10][CH:9]1[CH2:14][NH:15][C:16]1[N:17]=[C:18]2[CH:25]=[CH:24][CH:23]=[N:22][C:19]2=[N:20][CH:21]=1 |f:3.4|. Reported procedure: 2-(Pyrido[2,3-b]pyrazin-2-ylaminomethyl)-piperidine-1-carboxylic acid tert butyl ester (0.48 g) was dissolved in dichloromethane (3 ml), cooled (ice bath) and treated with trifluoroacetic acid (2 ml). The mixture was stirred for 3 hours at room temperature, solvent removed at reduced pressure and the residue co-evaporated with toluene to give the title compound (0.45 g).